From a dataset of the Open Reaction Database (ORD), a public repository of structured organic reaction records. describe an organic reaction: reactants, conditions, products, and yield Procedure: A mixture of 7.84 parts of 3,4-dihydro-8-phenylisocoumarin and 8 parts of benzylamine hydrobromide in 40 parts by volume of benzylamine is stirred at about 160° C. for about 4 hours. The reaction solution is then cooled and poured into 500 parts by volume of 5% hydrochloric acid. The oil which separates is extracted into methylene chloride and the extracts are washed with several portions of 5% hydrochloric acid, water, dried over anhydrous magnesium sulfate and the solvent removed to give, as a... The reactants are C1(=CC=CC=C1)C=1C=CC=C2CCOC(=O)C12 (3,4-dihydro-8-phenylisocoumarin), Br.C(C1=CC=CC=C1)N (benzylamine hydrobromide), C(C1=CC=CC=C1)N (benzylamine), Cl (hydrochloric acid). Product: C(C1=CC=CC=C1)NC(=O)C=1C(=CC=CC1CCO)C1=CC=CC=C1 (N-benzyl-3-(2-hydroxyethyl)-2-biphenylcarboxamide). As a reaction SMILES: [C:1]1([C:7]2[CH:8]=[CH:9][CH:10]=[C:11]3[C:17]=2[C:15](=[O:16])[O:14][CH2:13][CH2:12]3)[CH:6]=[CH:5][CH:4]=[CH:3][CH:2]=1.Br.[CH2:19]([NH2:26])[C:20]1[CH:25]=[CH:24][CH:23]=[CH:22][CH:21]=1.C(N)C1C=CC=CC=1.Cl>>[CH2:19]([NH:26][C:15]([C:17]1[C:7]([C:1]2[CH:6]=[CH:5][CH:4]=[CH:3][CH:2]=2)=[CH:8][CH:9]=[CH:10][C:11]=1[CH2:12][CH2:13][OH:14])=[O:16])[C:20]1[CH:25]=[CH:24][CH:23]=[CH:22][CH:21]=1 |f:1.2|. Conditions: temperature 160 celsius, time 4 hour. Reactants: C(C)(C)(C)OC(=O)N1CCC(CC1)(CC1=C(C=CC=C1)C)N (N-t-butoxycarbonyl-4-amino-4-(2-methylbenzyl)piperidine), CS(=O)(=O)Cl (methane-sulfonyl chloride), N1=CC=CC=C1 (pyridine). Run in C(Cl)Cl (CH2Cl2). Reaction conditions: time 8 hour. The product is C(C)(C)(C)OC(=O)N1CCC(CC1)(CC1=C(C=CC=C1)C)NS(=O)(=O)C (N-t-butoxycarbonyl-4-methylsulfonamido-4-(2-methylbenzyl)piperidine). RXN SMILES: [C:1]([O:5][C:6]([N:8]1[CH2:13][CH2:12][C:11]([NH2:22])([CH2:14][C:15]2[CH:20]=[CH:19][CH:18]=[CH:17][C:16]=2[CH3:21])[CH2:10][CH2:9]1)=[O:7])([CH3:4])([CH3:3])[CH3:2].[CH3:23][S:24](Cl)(=[O:26])=[O:25].N1C=CC=CC=1>C(Cl)Cl>[C:1]([O:5][C:6]([N:8]1[CH2:9][CH2:10][C:11]([NH:22][S:24]([CH3:23])(=[O:26])=[O:25])([CH2:14][C:15]2[CH:20]=[CH:19][CH:18]=[CH:17][C:16]=2[CH3:21])[CH2:12][CH2:13]1)=[O:7])([CH3:4])([CH3:3])[CH3:2]. Procedure: A mixture of N-t-butoxycarbonyl-4-amino-4-(2-methylbenzyl)piperidine (305 mg, 1.0 mmol), methane-sulfonyl chloride (0.31 ml, 4.0 mmol), and pyridine (0.1 ml, 1.2 mmol) in CH2Cl2 (2 mL) is stirred at room temp. overnight. Then concentrate the reaction mixture in vacuo and purify the residue by column chromatography on silica to afford the product. The reactants are C(C)(=O)O (acetic acid), ClC(C)Cl (dichloroethane), FC1=C(C=C(C(=C1)F)[N+](=O)[O-])N1C=C(C(C2=CC(=C(C(=C12)F)F)F)=O)C(=O)OCC (Ethyl 1-(2,4-difluoro-5-nitrophenyl)-6,7,8-trifluoro-1,4-dihydro-4-oxoquinoline-3-carboxylate). The reagents and catalysts are [Pd] (palladium on carbon). Solvent: CO (methanol). Conditions: time 8 hour. The product is NC=1C=C(C(=CC1F)F)N1C=C(C(C2=CC(=C(C(=C12)F)F)F)=O)C(=O)OCC (Ethyl 1-(3-amino-4,6-difluorophenyl)-6,7,8-trifluoro-1,4-dihydro-4-oxoquinoline-3-carboxylate). Yield: 54.7%. RXN SMILES: [F:1][C:2]1[CH:7]=[C:6]([F:8])[C:5]([N+:9]([O-])=O)=[CH:4][C:3]=1[N:12]1[C:21]2[C:16](=[CH:17][C:18]([F:24])=[C:19]([F:23])[C:20]=2[F:22])[C:15](=[O:25])[C:14]([C:26]([O:28][CH2:29][CH3:30])=[O:27])=[CH:13]1.C(O)(=O)C.ClC(Cl)C>CO.[Pd]>[NH2:9][C:5]1[CH:4]=[C:3]([N:12]2[C:21]3[C:16](=[CH:17][C:18]([F:24])=[C:19]([F:23])[C:20]=3[F:22])[C:15](=[O:25])[C:14]([C:26]([O:28][CH2:29][CH3:30])=[O:27])=[CH:13]2)[C:2]([F:1])=[CH:7][C:6]=1[F:8]. Reported procedure: Ethyl 1-(2,4-difluoro-5-nitrophenyl)-6,7,8-trifluoro-1,4-dihydro-4-oxoquinoline-3-carboxylate (2.2 g) was dissolved in 20 ml of methanol, 50 ml of acetic acid, and 10 ml of dichloroethane, to which was added 200 mg of 10% palladium on carbon. Under a hydrogen atmosphere, the solution was stirred overnight at room temperature. The catalyst was removed by a membrane filter and the filtrate was concentrated in vacua. Ethanol was added to the residue whereupon the solid was collected by filtration a... Reactants: C(C)N(C=O)CC (Diethyl formamide), C(C(=O)Cl)(=O)Cl (oxalylchloride), FC(CCC(=O)O)(F)F (4,4,4-trifluorobutyric acid). Solvent: C(Cl)Cl (methylene chloride). Product: FC(CCC(=O)Cl)(F)F (4,4,4-trifluorobutyryl chloride). Yield: 85.0%. RXN SMILES: C(N(CC)C=O)C.[C:8](Cl)(=O)[C:9]([Cl:11])=[O:10].[F:14][C:15]([F:22])([F:21])[CH2:16]CC(O)=O>C(Cl)Cl>[F:14][C:15]([F:22])([F:21])[CH2:16][CH2:8][C:9]([Cl:11])=[O:10]. Reported procedure: Diethyl formamide (1.0 ml) and oxalylchloride (239 ml) were added to a 0° C. solution of 4,4,4-trifluorobutyric acid (343 g) in dry methylene chloride (230 ml) and warmed to room temperature overnight. The methylene chloride was removed by distillation and the residue distilled to yield 4,4,4-trifluorobutyryl chloride (328 g, 85%); bp 103°-106° C.; partial NMR (300 MHz, CDCl3): 2.47-2.64 (m, 2H, CF3CH2) 3.19 (t, H, CH2COCl). Reactants: ClC1=CC(=CC=C1)C(=O)OO (m-chloroperbenzoic acid), C(C)(C)(C)OC(=O)NC=C(C)C (3-(N-tert.-butoxycarbonylamino)-2-methyl-prop-2-ene). Solvent: C(Cl)(Cl)Cl (chloroform), C(Cl)(Cl)Cl (chloroform), C(Cl)(Cl)Cl (chloroform). The product is C(C)(C)(C)OC(=O)NC1C(C)(O1)C (3-(N-tert.-butoxycarbonylamino)-2-methyl-2,3-epoxypropane). Reaction SMILES: ClC1C=C[CH:5]=[C:4]([C:8]([O:10]O)=O)[CH:3]=1.[C:12]([O:16][C:17]([NH:19]C=C(C)C)=[O:18])([CH3:15])([CH3:14])[CH3:13]>C(Cl)(Cl)Cl>[C:12]([O:16][C:17]([NH:19][CH:8]1[O:10][C:4]1([CH3:3])[CH3:5])=[O:18])([CH3:15])([CH3:14])[CH3:13]. Procedure: A solution of 27.18 g of m-chloroperbenzoic acid in chloroform is cooled to circa 10° under argon and treated, by dropwise addition, with a chloroform solution of 17.1 g of 3-(N-tert.-butoxycarbonylamino)-2-methyl-prop-2-ene over a period of 1 hour maintaining the temperature below 15° with external cooling. About 30 minutes after the addition is complete and a white precipitate begins to form. Completeness of the reaction can be judged by chromatographic analysis. When the reaction is complete,... Starting materials: COC(=O)c1ccc(Br)cc1OC1CCN(C(=O)OC(C)(C)C)CC1, COCCOC, CCOC(C)=O, OB(O)c1ccc(Cl)cc1, [K+], [K+], [K+], O, O=P([O-])([O-])[O-]. Yields the product COC(=O)c1ccc(-c2ccc(Cl)cc2)cc1OC1CCN(C(=O)OC(C)(C)C)CC1. As a reaction SMILES: [Br:1][c:2]1[cH:3][c:4]([O:12][CH:13]2[CH2:14][CH2:15][N:16]([C:19](=[O:20])[O:21][C:22]([CH3:23])([CH3:24])[CH3:25])[CH2:17][CH2:18]2)[c:5]([C:6](=[O:7])[O:8][CH3:9])[cH:10][cH:11]1.[CH3:45][O:46][CH2:47][CH2:48][O:49][CH3:50].[CH3:51][CH2:52][O:53][C:54](=[O:55])[CH3:56].[Cl:26][c:27]1[cH:28][cH:29][c:30]([B:33]([OH:34])[OH:35])[cH:31][cH:32]1.[K+:41].[K+:42].[K+:43].[OH2:44].[P:36]([O-:37])([O-:38])([O-:39])=[O:40]>>[c:2]1(-[c:30]2[cH:29][cH:28][c:27]([Cl:26])[cH:32][cH:31]2)[cH:3][c:4]([O:12][CH:13]2[CH2:14][CH2:15][N:16]([C:19](=[O:20])[O:21][C:22]([CH3:23])([CH3:24])[CH3:25])[CH2:17][CH2:18]2)[c:5]([C:6](=[O:7])[O:8][CH3:9])[cH:10][cH:11]1. Starting materials: CN(C)C=O, O=C1CCC(=O)N1Cl, CC1NC(=O)NN=C1c1ccc(N)cc1, O. Yields the product CC1NC(=O)NN=C1c1ccc(N)c(Cl)c1. RXN SMILES: [CH3:24][N:25]([CH3:26])[CH:27]=[O:28].[Cl:16][N:17]1[C:18](=[O:19])[CH2:20][CH2:21][C:22]1=[O:23].[NH2:1][c:2]1[cH:3][cH:4][c:5]([C:8]2=[N:13][NH:12][C:11](=[O:14])[NH:10][CH:9]2[CH3:15])[cH:6][cH:7]1.[OH2:29]>>[NH2:1][c:2]1[cH:3][cH:4][c:5]([C:8]2=[N:13][NH:12][C:11](=[O:14])[NH:10][CH:9]2[CH3:15])[cH:6][c:7]1[Cl:16].